Task: describe an organic reaction: reactants, conditions, products, and yield. Dataset: the Open Reaction Database (ORD), a public repository of structured organic reaction records Reactants: NC1=NOC(=N1)NC1=C(C=CC=C1Cl)Cl (3-amino-5-(2,6-dichlorophenylamino)-1,2,4-oxadiazole), CC(=O)OC(=O)C (acetanhydride). Run in N1=CC=CC=C1 (pyridine). Reaction conditions: time 2 hour. The product is NC1=NOC(=N1)N(C1=C(C=CC=C1Cl)Cl)C(C)=O (3-amino-5-[N-acetyl-N-(2,6-dichlorophenyl)-amino]-1,2,4-oxadiazole). As a reaction SMILES: [NH2:1][C:2]1[N:6]=[C:5]([NH:7][C:8]2[C:13]([Cl:14])=[CH:12][CH:11]=[CH:10][C:9]=2[Cl:15])[O:4][N:3]=1.[CH3:16][C:17](OC(C)=O)=[O:18]>N1C=CC=CC=1>[NH2:1][C:2]1[N:6]=[C:5]([N:7]([C:17](=[O:18])[CH3:16])[C:8]2[C:13]([Cl:14])=[CH:12][CH:11]=[CH:10][C:9]=2[Cl:15])[O:4][N:3]=1. Procedure details: 2.4 g (0.01 mole) 3-amino-5-(2,6-dichlorophenylamino)-1,2,4-oxadiazole in 10 ml pyridine are mixed with 5 moles acetanhydride at room temperature and stirred for 2 hours at 25°-30° C. After evaporation of the solvent, the residue is taken up at CHCl3 and shaken with sodium hydrogen carbonate solution. The CHCl3 phase contains 3 g of the N-acetyl compound, which is purified by column-chromatography on silica gel. The product has a melting point of 164°-165° C. Conditions: temperature -20 celsius, time 1 hour. Procedure: 1.37 mg (3.89 mmol) 3-(3-amino-4-isopropyl-phenyl)-5,5-dimethyl-1-pyridin-4-ylmethyl-imidazolidine-2,4-dione and 528 mg (4.08 mmol) Hünig's base were dissolved in 50 ml 1,2-dichloroethane. The mixture was cooled to −20° C. and treated with a solution of 439 mg (3.89 mmol) chloroacetylchlorid in 20 ml 1,2-dichloroethane. After stirring 1 h at 0° C., 25 ml ethanolic hydrochloric acid were added and the mixture evaporated to dryness. The raw material, containing huening's base hydrochloride was use... Starting materials: ClCC(=O)Cl (chloroacetylchlorid), Cl (hydrochloric acid), NC=1C=C(C=CC1C(C)C)N1C(N(C(C1=O)(C)C)CC1=CC=NC=C1)=O (3-(3-amino-4-isopropyl-phenyl)-5,5-dimethyl-1-pyridin-4-ylmethyl-imidazolidine-2,4-dione), CCN(C(C)C)C(C)C (Hünig's base). Reaction SMILES: [NH2:1][C:2]1[CH:3]=[C:4]([N:11]2[C:15](=[O:16])[C:14]([CH3:18])([CH3:17])[N:13]([CH2:19][C:20]3[CH:25]=[CH:24][N:23]=[CH:22][CH:21]=3)[C:12]2=[O:26])[CH:5]=[CH:6][C:7]=1[CH:8]([CH3:10])[CH3:9].CCN(C(C)C)C(C)C.[Cl:36][CH2:37][C:38](Cl)=[O:39].Cl>ClCCCl>[CH3:18][C:14]1([CH3:17])[C:15](=[O:16])[N:11]([C:4]2[CH:5]=[CH:6][C:7]([CH:8]([CH3:9])[CH3:10])=[C:2]([NH:1][C:38](=[O:39])[CH2:37][Cl:36])[CH:3]=2)[C:12](=[O:26])[N:13]1[CH2:19][C:20]1[CH:21]=[CH:22][N:23]=[CH:24][CH:25]=1. Yields the product CC1(N(C(N(C1=O)C=1C=CC(=C(C1)NC(CCl)=O)C(C)C)=O)CC1=CC=NC=C1)C (N-[5-(4,4-Dimethyl-2,5-dioxo-3-pyridin-4-ylmethyl-imidazolidin-1-yl)-2-isopropyl-phenyl]-2-chloro-acetamide). The solvent is ClCCCl (1,2-dichloroethane), ClCCCl (1,2-dichloroethane). The reactants are COC(C(CCC)NS(=O)(=O)N)=O (2- (aminosulfonylamino) pentanoic acid methyl ester), C[O-].[Na+] (sodium methoxide). RXN SMILES: C[O:2][C:3](=O)[CH:4]([NH:8][S:9]([NH2:12])(=[O:11])=[O:10])[CH2:5][CH2:6][CH3:7].C[O-].[Na+]>CO>[CH2:5]([CH:4]1[NH:8][S:9](=[O:11])(=[O:10])[NH:12][C:3]1=[O:2])[CH2:6][CH3:7] |f:1.2|. Yield: 72947.8%. Product: C(CC)C1C(NS(N1)(=O)=O)=O (4-propyl-1,2,5-thiadiazolidin-3-one 1,1-dioxide). Procedure details: A solution of 2- (aminosulfonylamino) pentanoic acid methyl ester (10.5 g; 0.05 mmol) in methanol (100 ml) was added to a solution of sodium methoxide (3.78 g, from 1.61 g of Na) in 100 ml of methanol and the resulting reaction mixture was refluxed for 18 hours. The mixture was cooled, neutralized with BIO-RAD® 50W-X8 H+ ion exchange resin, and filtered. The filtrate was concentrated in vacuo to yield an oil which was crystallized from methanol/hexane to afford 6.5 g (73%) of 4-propyl-1,2,5-thia... Run in CO (methanol), CO (methanol). Reactants: BrN1C(CCC1=O)=O (N-bromosuccinimide), AIBN, CC1=CC=CC=2OC(OC21)(C(F)(F)F)C(C(F)(F)F)Cl (4-methyl-2-(1-chloro-2,2,2-trifluoroethyl)-2-trifluoromethyl-1,3-benzodioxole). The solvent is C(Cl)(Cl)(Cl)Cl (carbon tetrachloride). Product: BrCC1=CC=CC=2OC(OC21)(C(F)(F)F)C(C(F)(F)F)Cl (4-Bromomethyl-2-(1-chloro-2,2,2-trifluoroethyl)-2-trifluoromethyl-1,3-benzodioxole). Reaction SMILES: [CH3:1][C:2]1[C:10]2[O:9][C:8]([CH:15]([Cl:20])[C:16]([F:19])([F:18])[F:17])([C:11]([F:14])([F:13])[F:12])[O:7][C:6]=2[CH:5]=[CH:4][CH:3]=1.[Br:21]N1C(=O)CCC1=O>C(Cl)(Cl)(Cl)Cl>[Br:21][CH2:1][C:2]1[C:10]2[O:9][C:8]([CH:15]([Cl:20])[C:16]([F:19])([F:18])[F:17])([C:11]([F:12])([F:13])[F:14])[O:7][C:6]=2[CH:5]=[CH:4][CH:3]=1. Reported procedure: 64 g of 4-methyl-2-(1-chloro-2,2,2-trifluoroethyl)-2-trifluoromethyl-1,3-benzodioxole from Example 9 were dissolved in 500 ml of carbon tetrachloride, and 36 g of N-bromosuccinimide and 0.5 g of AIBN (azoisobutyronitrile) were added. The mixture was stirred under reflux for 3 hours and then cooled and filtered. The solvent was stripped off and the residue was distilled under vacuum. The yield was 57 g (71% of theory) and the boiling point was 80°-82° C. at 0.1 mbar. The NMR spectrum showed the f... The reactants are [H-].[Na+] (Sodium hydride), BrC=1N=C2C(=NC1)NC=C2C(C(C)(C)C)=O (1-(2-bromo-5H-pyrrolo[2,3-b]pyrazin-7-yl)-2,2-dimethyl-propan-1-one), C[Si](CCOCCl)(C)C (2-(trimethylsilyl)ethoxymethyl chloride). The solvent is CN(C)C=O (N,N′-dimethylformamide). Conditions: temperature 2.5 celsius, time 15 minute. The product is EtOAc hexanes, BrC=1N=C2C(=NC1)N(C=C2C(C(C)(C)C)=O)COCC[Si](C)(C)C (1-[2-bromo-5-(2-trimethylsilanyl-ethoxymethyl)-5H-pyrrolo[2,3-b]pyrazin-7-yl]-2,2-dimethyl-propan-1-one). Yield: 10.0%. As a reaction SMILES: [H-].[Na+].[Br:3][C:4]1[N:5]=[C:6]2[C:12]([C:13](=[O:18])[C:14]([CH3:17])([CH3:16])[CH3:15])=[CH:11][NH:10][C:7]2=[N:8][CH:9]=1.[CH3:19][Si:20]([CH3:27])([CH3:26])[CH2:21][CH2:22][O:23][CH2:24]Cl>CN(C=O)C>[Br:3][C:4]1[N:5]=[C:6]2[C:12]([C:13](=[O:18])[C:14]([CH3:15])([CH3:17])[CH3:16])=[CH:11][N:10]([CH2:24][O:23][CH2:22][CH2:21][Si:20]([CH3:27])([CH3:26])[CH3:19])[C:7]2=[N:8][CH:9]=1 |f:0.1|. Procedure: Sodium hydride (60% in mineral oil, 0.019 g, 0.48 mmol) was added to a stirring solution of 1-(2-bromo-5H-pyrrolo[2,3-b]pyrazin-7-yl)-2,2-dimethyl-propan-1-one (0.094 g, 0.33 mmol) in 1.5 mL of N,N′-dimethylformamide at 0-5° C. The bubbling yellow mixture was stirred at 0-5° C. for 15 min., then 2-(trimethylsilyl)ethoxymethyl chloride (0.075 mL, 0.42 mmol) was added. The resulting cloudy yellow mixture was stirred at RT for 3 h, then partitioned between 10 mL of water and 10 mL of ethyl acetate.... Starting materials: ClC1=CC=C2C(=N1)C=CN2 (5-chloro-1H-pyrrolo[3,2-b]pyridine), C(=O)([O-])[O-].[K+].[K+] (K2CO3), C(C1=CC=CC=C1)Br (benzyl bromide). The solvent is CN(C)C=O (DMF). Run at time 8 hour. Product: C(C1=CC=CC=C1)N1C=CC2=NC(=CC=C21)Cl (1-benzyl-5-chloro-1H-pyrrolo[3,2-b]pyridine). Reaction SMILES: [Cl:1][C:2]1[N:7]=[C:6]2[CH:8]=[CH:9][NH:10][C:5]2=[CH:4][CH:3]=1.C([O-])([O-])=O.[K+].[K+].[CH2:17](Br)[C:18]1[CH:23]=[CH:22][CH:21]=[CH:20][CH:19]=1>CN(C=O)C>[CH2:17]([N:10]1[C:5]2[C:6](=[N:7][C:2]([Cl:1])=[CH:3][CH:4]=2)[CH:8]=[CH:9]1)[C:18]1[CH:23]=[CH:22][CH:21]=[CH:20][CH:19]=1 |f:1.2.3|. Procedure details: To a mixture of 5-chloro-1H-pyrrolo[3,2-b]pyridine (0.50 g, 3.3 mmol, Adesis) and K2CO3 (1.4 g, 9.8 mmol) in DMF (12 mL) at 0° C. was added benzyl bromide (0.43 mL, 3.6 mmol, Aldrich) dropwise. The mixture was allowed to warm to ambient temperature and stir overnight. The reaction mixture was partitioned between EtOAc and water. The organic layer was washed with water (3×), brine, dried over sodium sulfate, filtered and concentrated. Flash chromatography, eluting with a gradient from 0-20% EtOAc... The reactants are CS(=O)(=O)C1=CC=C(C=C1)C=1C=2N(C=C(C1)C(F)(F)F)N=C(N2)N (8-(4-methanesulfonyl-phenyl)-6-trifluoromethyl-[1,2,4]triazolo[1,5-a]pyridin-2-ylamine), BrC=1C=C(C=CC1)N1CCN(CC1)C (1-(3-bromo-phenyl)-4-methyl-piperazine). Yields the product CS(=O)(=O)C1=CC=C(C=C1)C=1C=2N(C=C(C1)C(F)(F)F)N=C(N2)NC2=CC(=CC=C2)N2CCN(CC2)C ([8-(4-Methanesulfonyl-phenyl)-6-trifluoromethyl-[1,2,4]triazolo[1,5-a]pyridin-2-yl]-[3-(4-methyl-piperazin-1-yl)-phenyl]-amine), solid. Yield: 2.0%. RXN SMILES: [CH3:1][S:2]([C:5]1[CH:10]=[CH:9][C:8]([C:11]2[C:12]3[N:13]([N:21]=[C:22]([NH2:24])[N:23]=3)[CH:14]=[C:15]([C:17]([F:20])([F:19])[F:18])[CH:16]=2)=[CH:7][CH:6]=1)(=[O:4])=[O:3].Br[C:26]1[CH:27]=[C:28]([N:32]2[CH2:37][CH2:36][N:35]([CH3:38])[CH2:34][CH2:33]2)[CH:29]=[CH:30][CH:31]=1>>[CH3:1][S:2]([C:5]1[CH:10]=[CH:9][C:8]([C:11]2[C:12]3[N:13]([N:21]=[C:22]([NH:24][C:26]4[CH:31]=[CH:30][CH:29]=[C:28]([N:32]5[CH2:37][CH2:36][N:35]([CH3:38])[CH2:34][CH2:33]5)[CH:27]=4)[N:23]=3)[CH:14]=[C:15]([C:17]([F:19])([F:20])[F:18])[CH:16]=2)=[CH:7][CH:6]=1)(=[O:3])=[O:4]. Reported procedure: [8-(4-Methanesulfonyl-phenyl)-6-trifluoromethyl-[1,2,4]triazolo[1,5-a]pyridin-2-yl]-[3-(4-methyl-piperazin-1-yl)-phenyl]-amine was prepared from 8-(4-methanesulfonyl-phenyl)-6-trifluoromethyl-[1,2,4]triazolo[1,5-a]pyridin-2-ylamine and 1-(3-bromo-phenyl)-4-methyl-piperazine in a manner analogous to Step 2d and was isolated as a yellow solid (2% yield). 1H NMR (400 MHz, (D3C)2SO, δ, ppm): 8.84 (s, 1H), 8.28 (d, J=8.3 Hz, 2H), 8.14 (d, J=7.2 Hz, 2H), 7.81 (s, 1H), 6.95 (m, 2H), 6.64 (d, 1H), 3.32 ...